Dataset: the Open Reaction Database (ORD), a public repository of structured organic reaction records. Task: describe an organic reaction: reactants, conditions, products, and yield Yields the product ClCc1conc1-c1ccc(-c2ccccc2)cc1. RXN SMILES: [S:20]([Cl:21])([Cl:22])=[O:23].[c:1]1(-[c:7]2[cH:8][cH:9][c:10](-[c:13]3[n:14][o:15][cH:16][c:17]3[CH2:18][OH:19])[cH:11][cH:12]2)[cH:2][cH:3][cH:4][cH:5][cH:6]1>>[c:1]1(-[c:7]2[cH:8][cH:9][c:10](-[c:13]3[n:14][o:15][cH:16][c:17]3[CH2:18][Cl:22])[cH:11][cH:12]2)[cH:2][cH:3][cH:4][cH:5][cH:6]1. Starting materials: O=S(Cl)Cl, OCc1conc1-c1ccc(-c2ccccc2)cc1. The reactants are O=C(O)c1cc(Cl)ccc1Oc1cncc(Cl)c1, Cl, COC(=O)c1ccc(C(C)N)cc1. Product: COC(=O)c1ccc(C(C)NC(=O)c2cc(Cl)ccc2Oc2cncc(Cl)c2)cc1. Reaction SMILES: [Cl:1][c:2]1[cH:3][cH:4][c:5]([O:11][c:12]2[cH:13][n:14][cH:15][c:16]([Cl:18])[cH:17]2)[c:6]([C:7](=[O:8])[OH:9])[cH:10]1.[ClH:19].[NH2:20][CH:21]([CH3:22])[c:23]1[cH:24][cH:25][c:26]([C:27](=[O:28])[O:29][CH3:30])[cH:31][cH:32]1>>[Cl:1][c:2]1[cH:3][cH:4][c:5]([O:11][c:12]2[cH:13][n:14][cH:15][c:16]([Cl:18])[cH:17]2)[c:6]([C:7](=[O:9])[NH:20][CH:21]([CH3:22])[c:23]2[cH:24][cH:25][c:26]([C:27](=[O:28])[O:29][CH3:30])[cH:31][cH:32]2)[cH:10]1. Starting materials: ClC=1C=C(C=NC1Cl)CC(CO)O (3-(5,6-dichloropyridin-3-yl)propane-1,2-diol), CCO (EtOH), CC1(OB(OC1(C)C)C1=CCN(CC1)C(=O)OC(C)(C)C)C (tert-butyl 4-(4,4,5,5-tetramethyl-1,3,2-dioxaborolan-2-yl)-5,6-dihydropyridine-1(2 H)-carboxylate). The reagents and catalysts are Cl[Pd]([P](C1=CC=CC=C1)(C2=CC=CC=C2)C3=CC=CC=C3)([P](C4=CC=CC=C4)(C5=CC=CC=C5)C6=CC=CC=C6)Cl (PdCl2(PPh3)2). The solvent is O (H2O), C1CCOC1 (THF). Run at temperature 85 celsius, time 1.5 hour. Product: C(C)(C)(C)OC(=O)N1CC=C(CC1)C1=NC=C(C=C1Cl)CC(CO)O (tert-butyl-4-(3-chloro-5-(2,3-dihydroxypropyl)pyridin-2-yl)-5,6-dihydropyridine-1(2H)-carboxylate). Yield: 95.4%. Reaction SMILES: [Cl:1][C:2]1[CH:3]=[C:4]([CH2:9][CH:10]([OH:13])[CH2:11][OH:12])[CH:5]=[N:6][C:7]=1Cl.CCO.CC1(C)C(C)(C)OB([C:25]2[CH2:30][CH2:29][N:28]([C:31]([O:33][C:34]([CH3:37])([CH3:36])[CH3:35])=[O:32])[CH2:27][CH:26]=2)O1>C1COCC1.O.Cl[Pd](Cl)([P](C1C=CC=CC=1)(C1C=CC=CC=1)C1C=CC=CC=1)[P](C1C=CC=CC=1)(C1C=CC=CC=1)C1C=CC=CC=1>[C:34]([O:33][C:31]([N:28]1[CH2:29][CH2:30][C:25]([C:7]2[C:2]([Cl:1])=[CH:3][C:4]([CH2:9][CH:10]([OH:13])[CH2:11][OH:12])=[CH:5][N:6]=2)=[CH:26][CH2:27]1)=[O:32])([CH3:37])([CH3:35])[CH3:36] |^1:47,66|. Procedure details: To a solution of 3-(5,6-dichloropyridin-3-yl)propane-1,2-diol 59 (255 mg, 1.148 mmol) in THF (1.8 ml)-EtOH (0.7 ml)-3M K2CO3 aq. (0.842 ml, 2.53 mmol) was added tert-butyl 4-(4,4,5,5-tetramethyl-1,3,2-dioxaborolan-2-yl)-5,6-dihydropyridine-1(2 H)-carboxylate 33 (391 mg, 1.263 mmol) and PdCl2(PPh3)2 (24.18 mg, 0.034 mmol) at room temperature under N2. The mixture was stirred at 85° C. for 1.5 hr. The reaction mixture was diluted with H2O, then extracted with EtOAc (3×10 mL). The organic layers we... Starting materials: C[Si](OC1=NC=2CCCCC2C(=N1)O[Si](C)(C)C)(C)C (2,4-di(trimethylsilyloxy)-5,6,7,8-tetrahydroquinazoline), BrCC=1C=C(C(=O)OC)C=CC1 (methyl 3-(bromomethyl)benzoate), N1C(NC(C=2CCCCC12)=O)=O (5,6,7,8-tetrahydroquinazoline-2,4(1H, 3H )-dione), C[Si](N[Si](C)(C)C)(C)C (hexamethyldisilazane), S(O)(O)(=O)=O (sulfuric acid). Run in CN(C)C=O (DMF), CO (methanol), O1CCOCC1 (1,4-dioxane), C1(=CC=CC=C1)C (toluene). The product is COC(=O)C=1C=C(CN2C(NC(C=3CCCCC23)=O)=O)C=CC1 (1-(3-methoxycarbonylbenzyl)-5,6,7,8-tetrahydroquinazoline-2,4(1H,3H )-dione). Reaction SMILES: [NH:1]1[C:10]2[CH2:9][CH2:8][CH2:7][CH2:6][C:5]=2[C:4](=[O:11])[NH:3][C:2]1=[O:12].C[Si](C)(C)N[Si](C)(C)C.S(=O)(=O)(O)O.C[Si](C)(C)OC1N=C(O[Si](C)(C)C)C2CCCCC=2N=1.Br[CH2:48][C:49]1[CH:50]=[C:51]([CH:56]=[CH:57][CH:58]=1)[C:52]([O:54][CH3:55])=[O:53]>C1(C)C=CC=CC=1.CN(C=O)C.CO.O1CCOCC1>[CH3:55][O:54][C:52]([C:51]1[CH:50]=[C:49]([CH:58]=[CH:57][CH:56]=1)[CH2:48][N:1]1[C:10]2[CH2:9][CH2:8][CH2:7][CH2:6][C:5]=2[C:4](=[O:11])[NH:3][C:2]1=[O:12])=[O:53]. Procedure: The compounds of this invention may be prepared using methods known to those skilled in the art, or the novel methods of this invention. Specifically, the compounds of this invention with Formula I, II or III can be prepared as illustrated by the exemplary reaction in Scheme 1. Reaction of cyclohexanone with diethyl carbonate in THF in the presence of NaH produced ethyl 2-oxocyclohexanecarboxy late. Reaction of ethyl 2-oxocyclohexanecarboxylate with urea at 175-185° C. produced 5,6,7,8-tetrahydr... The reactants are C(C)(C)OC1=CC=C(C=C1)CCCC1OCCO1 (2-[3-(4-isopropoxyphenyl)propyl]-1,3-dioxolane), S1C(NC(C1)=O)=O (2,4-thiazolidinedione). Product: C(C)(C)OC1=CC=C(C=C1)CCCCC1C(NC(S1)=O)=O (5-[4-(4-isopropoxyphenyl)butyl]-2,4-thiazolidinedione). Isolated yield 68.0%. RXN SMILES: [CH:1]([O:4][C:5]1[CH:10]=[CH:9][C:8]([CH2:11][CH2:12][CH2:13][CH:14]2OCCO2)=[CH:7][CH:6]=1)([CH3:3])[CH3:2].[S:19]1[CH2:23][C:22](=[O:24])[NH:21][C:20]1=[O:25]>>[CH:1]([O:4][C:5]1[CH:6]=[CH:7][C:8]([CH2:11][CH2:12][CH2:13][CH2:14][CH:23]2[S:19][C:20](=[O:25])[NH:21][C:22]2=[O:24])=[CH:9][CH:10]=1)([CH3:2])[CH3:3]. Procedure details: According to the same manner as that described in Example 23, 2-[3-(4-isopropoxyphenyl)propyl]-1,3-dioxolane was condensed with 2,4-thiazolidinedione, and the resulting compound was subjected to catalytic hydrogenation to give crystals of 5-[4-(4-isopropoxyphenyl)butyl]-2,4-thiazolidinedione (yield: 68%). This product was recrystallized from ether-hexane. Colorless prisms, mp: 72-73° C. The reactants are C(C1=CC=CC=C1)OC=1C=C2C(N(C(N(C2=CC1)C1CCSCC1)=O)CC1=CC(=C(C=C1)OC)OC)=O (6-(benzyloxy)-3-(3,4-dimethoxybenzyl)-1-(tetrahydro-2H-thiopyran-4-yl)quinazoline-2,4(1H,3H)-dione), C(=O)O (formic acid). Run in CCOC(=O)C (EtOAc). Product: COC=1C=C(CN2C(N(C3=CC=C(C=C3C2=O)O)C2CCSCC2)=O)C=CC1OC (3-(3,4-dimethoxybenzyl)-6-hydroxy-1-(tetrahydro-2H-thiopyran-4-yl)quinazoline-2,4(1H,3H)-dione). RXN SMILES: C([O:8][C:9]1[CH:10]=[C:11]2[C:16](=[CH:17][CH:18]=1)[N:15]([CH:19]1[CH2:24][CH2:23][S:22][CH2:21][CH2:20]1)[C:14](=[O:25])[N:13]([CH2:26][C:27]1[CH:32]=[CH:31][C:30]([O:33][CH3:34])=[C:29]([O:35][CH3:36])[CH:28]=1)[C:12]2=[O:37])C1C=CC=CC=1.C(O)=O>CCOC(C)=O>[CH3:36][O:35][C:29]1[CH:28]=[C:27]([CH:32]=[CH:31][C:30]=1[O:33][CH3:34])[CH2:26][N:13]1[C:12](=[O:37])[C:11]2[C:16](=[CH:17][CH:18]=[C:9]([OH:8])[CH:10]=2)[N:15]([CH:19]2[CH2:20][CH2:21][S:22][CH2:23][CH2:24]2)[C:14]1=[O:25]. Reported procedure: A mixture of 0.200 g of the compound obtained in Step 3.2, and 1.22 g of formic acid is irradiated in a microwave field for 2 minutes at 180° C. The reaction mixture is taken up in EtOAc and then evaporated under reduced pressure. The residue is chromatographed on silica gel, eluting with a CH2Cl2/MeOH mixture from (100/0, v/v) to (97/3, v/v) to give the expected product. Starting materials: HClO4, C(CC1=CC=CC=C1)N1CC2C[Se]CC(C1)C2=O (7-phenethyl-3-selena-7-azabicyclo[3.3.1]nonan-9-one), [OH-].[K+] (KOH), C=1(C(=CC=CC1)C)C (xylene). Run in C(COCCOCCO)O (triethylene glycol). Reaction conditions: time 8 hour. The product is C(CC1=CC=CC=C1)N1CC2C[Se]CC(C1)C2 (7-phenethyl-3-selena-7-azabicyclo[3.3.1]nonane). Yield: 54.2%. RXN SMILES: [CH2:1]([N:9]1[CH2:16][CH:15]2[C:17](=O)[CH:11]([CH2:12][Se:13][CH2:14]2)[CH2:10]1)[CH2:2][C:3]1[CH:8]=[CH:7][CH:6]=[CH:5][CH:4]=1.[OH-].[K+].C1(C)C(C)=CC=CC=1>C(O)COCCOCCO>[CH2:1]([N:9]1[CH2:16][CH:15]2[CH2:17][CH:11]([CH2:12][Se:13][CH2:14]2)[CH2:10]1)[CH2:2][C:3]1[CH:4]=[CH:5][CH:6]=[CH:7][CH:8]=1 |f:1.2|. Procedure details: A jacketed flask was charged with a mixture of 7-phenethyl-3-selena-7-azabicyclo[3.3.1]nonan-9-one (1.3 g, 4.2 mmol) N2H4 (95%, 2.0 g, 59 mmol), and KOH (85%, 6.0 g, 91 mmol) in triethylene glycol (40 mL). The flask was equipped for simple distillation under a rapid stream of nitrogen. The reaction mixture was heated to 140°-145° C. by boiling xylene contained in the jacket. Heating was continued under a nitrogen stream for 5 hours. During this time, a small amount of water and hydrazine distill... Reactants: FC1=CC=C(C=C1)C#CCCC#C[Si](C)(C)C ((6-(4-fluorophenyl)hexa-1,5-diynyl)trimethylsilane), [F-].C(CCC)[N+](CCCC)(CCCC)CCCC (tetrabutylammonium fluoride), C1CCOC1 (THF). Reaction conditions: temperature 0 celsius, time 15 minute. The product is FC1=CC=C(C=C1)C#CCCC#C (1-fluoro-4-(hexa-1,5-diynyl)benzene). Isolated yield 37.7%. RXN SMILES: [F:1][C:2]1[CH:7]=[CH:6][C:5]([C:8]#[C:9][CH2:10][CH2:11][C:12]#[C:13][Si](C)(C)C)=[CH:4][CH:3]=1.[F-].C([N+](CCCC)(CCCC)CCCC)CCC.C1COCC1>>[F:1][C:2]1[CH:7]=[CH:6][C:5]([C:8]#[C:9][CH2:10][CH2:11][C:12]#[CH:13])=[CH:4][CH:3]=1 |f:1.2|. Reported procedure: To a solution of (6-(4-fluorophenyl)hexa-1,5-diynyl)trimethylsilane (1.90 g, 7.7 mmol) in TH F (24 mL) cooled in a ice bath at 0° C., was added dropwise 7.7 mL of tetrabutylammonium fluoride 1M in THF solution (7.70 mmol). The reaction mixture was stirred 15 min at 0° C., and warmed to room temperature for 2 h 30. The reaction was quenched with water and the aqueous layer was extracted with diethyl ether. The organic layer was washed with brine, dried over MgSO4, filtered and concentrated. The p... Reactants: C(C)(C)(C)OC(=O)N1C(CN(CC1)C(CC1=CC2=CC=CC=C2C=C1)C(NC)=O)CCO[Si](C)(C)C(C)(C)C (2-[2-(tert-butyldimethylsilanyloxy)ethyl]-4-(1-methylcarbamoyl-2-naphthalen-2-ylethyl)-piperazine-1-carboxylic acid tert-butyl ester). The solvent is [F-].C(CCC)[N+](CCCC)(CCCC)CCCC (tetrabutylammonium fluoride). The product is C(C)(C)(C)OC(=O)N1C(CN(CC1)C(CC1=CC2=CC=CC=C2C=C1)C(NC)=O)CCO (2-(2-hydroxyethyl)-4-(1-methylcarbamoyl-2-naphthalen-2-ylethyl)piperazine-1-carboxylic acid tert-butyl ester). As a reaction SMILES: [C:1]([O:5][C:6]([N:8]1[CH2:13][CH2:12][N:11]([CH:14]([C:26](=[O:29])[NH:27][CH3:28])[CH2:15][C:16]2[CH:25]=[CH:24][C:23]3[C:18](=[CH:19][CH:20]=[CH:21][CH:22]=3)[CH:17]=2)[CH2:10][CH:9]1[CH2:30][CH2:31][O:32][Si](C(C)(C)C)(C)C)=[O:7])([CH3:4])([CH3:3])[CH3:2]>[F-].C([N+](CCCC)(CCCC)CCCC)CCC>[C:1]([O:5][C:6]([N:8]1[CH2:13][CH2:12][N:11]([CH:14]([C:26](=[O:29])[NH:27][CH3:28])[CH2:15][C:16]2[CH:25]=[CH:24][C:23]3[C:18](=[CH:19][CH:20]=[CH:21][CH:22]=3)[CH:17]=2)[CH2:10][CH:9]1[CH2:30][CH2:31][OH:32])=[O:7])([CH3:3])([CH3:4])[CH3:2] |f:1.2|. Reported procedure: A solution of 2-[2-(tert-butyldimethylsilanyloxy)ethyl]-4-(1-methylcarbamoyl-2-naphthalen-2-ylethyl)-piperazine-1-carboxylic acid tert-butyl ester, 59, (15.9 g, 23.5 mmol) and 1 M tetrabutylammonium fluoride (40 mL) is stirred for 24 hours. The reaction solution is filtered through a pad of silica gel, the filtrate is concentrated in vacuo, and the resulting crude product purified over silica gel (EtOAc/hexane 1:2, 1:1, then 5% methanol in EtOAc) to afford the desired product. Starting materials: CC1(C)CC(c2ccc(N3CCOCC3)cc2N2CCN(C(=O)OC(C)(C)C)CC2)CC(C)(C)C1, CCOC(C)=O, ClCCl, [Na+], O=C(O)C(F)(F)F, O=C([O-])O. Yields the product CC1(C)CC(c2ccc(N3CCOCC3)cc2N2CCNCC2)CC(C)(C)C1. RXN SMILES: [C:1]([O:2][C:3](=[O:4])[N:8]1[CH2:9][CH2:10][N:11]([c:14]2[c:15]([CH:26]3[CH2:27][C:28]([CH3:34])([CH3:35])[CH2:29][C:30]([CH3:32])([CH3:33])[CH2:31]3)[cH:16][cH:17][c:18]([N:20]3[CH2:21][CH2:22][O:23][CH2:24][CH2:25]3)[cH:19]2)[CH2:12][CH2:13]1)([CH3:5])([CH3:6])[CH3:7].[CH3:51][CH2:52][O:53][C:54](=[O:55])[CH3:56].[Cl:43][CH2:44][Cl:45].[Na+:46].[OH:36][C:37]([C:38]([F:39])([F:40])[F:41])=[O:42].[OH:47][C:48](=[O:49])[O-:50]>>[NH:8]1[CH2:9][CH2:10][N:11]([c:14]2[c:15]([CH:26]3[CH2:27][C:28]([CH3:34])([CH3:35])[CH2:29][C:30]([CH3:32])([CH3:33])[CH2:31]3)[cH:16][cH:17][c:18]([N:20]3[CH2:21][CH2:22][O:23][CH2:24][CH2:25]3)[cH:19]2)[CH2:12][CH2:13]1.